From a dataset of the Open Reaction Database (ORD), a public repository of structured organic reaction records. describe an organic reaction: reactants, conditions, products, and yield Reaction SMILES: [CH:1]([NH:3][NH:4][C:5]1[CH:10]=[CH:9][C:8]([NH2:11])=[CH:7][C:6]=1[O:12][CH3:13])=[O:2].[CH2:14]([N:18]=[C:19]=[S:20])[CH2:15][CH2:16][CH3:17]>>[CH2:14]([NH:18][C:19](=[S:20])[NH:11][C:8]1[CH:9]=[CH:10][C:5]([NH:4][NH:3][CH:1]=[O:2])=[C:6]([O:12][CH3:13])[CH:7]=1)[CH2:15][CH2:16][CH3:17]. Product: C(CCC)NC(NC1=CC(=C(C=C1)NNC=O)OC)=S (3-Butyl-1-[4-(2-formylhydrazino)-3-methoxyphenyl]thiourea). The reactants are C(=O)NNC1=C(C=C(C=C1)N)OC (1-formyl-2-(4-amino-2-methoxyphenyl)hydrazine), C(CCC)N=C=S (butyl isothiocyanate). Reported procedure: Procedure (12.) was employed with 1-formyl-2-(4-amino-2-methoxyphenyl)hydrazine (1.2 g, 0.0066 mole) and butyl isothiocyanate (0.76 g, 0.006 mole). Yield 0.90 g (46%), m.p. 130°-132° C. The reactants are [BH4-], CC1(C)CCc2c1cc(Br)c(O)c2C=O, ClCCl, CCO, CN(CCN)CCNC(=O)c1nc(Cl)c(N)nc1N, [Na+]. Yields the product CN(CCNCc1c(O)c(Br)cc2c1CCC2(C)C)CCNC(=O)c1nc(Cl)c(N)nc1N. Reaction SMILES: [BH4-:35].[Br:20][c:21]1[c:22]([OH:34])[c:23]([CH:32]=[O:33])[c:24]2[c:28]([cH:29]1)[C:27]([CH3:30])([CH3:31])[CH2:26][CH2:25]2.[CH2:40]([Cl:41])[Cl:42].[CH3:37][CH2:38][OH:39].[NH2:1][c:2]1[c:3]([C:10](=[O:11])[NH:12][CH2:13][CH2:14][N:15]([CH3:16])[CH2:17][CH2:18][NH2:19])[n:4][c:5]([Cl:9])[c:6]([NH2:8])[n:7]1.[Na+:36]>>[NH2:1][c:2]1[c:3]([C:10](=[O:11])[NH:12][CH2:13][CH2:14][N:15]([CH3:16])[CH2:17][CH2:18][NH:19][CH2:32][c:23]2[c:22]([OH:34])[c:21]([Br:20])[cH:29][c:28]3[c:24]2[CH2:25][CH2:26][C:27]3([CH3:30])[CH3:31])[n:4][c:5]([Cl:9])[c:6]([NH2:8])[n:7]1.